This data is from the Open Reaction Database (ORD), a public repository of structured organic reaction records. The task is: describe an organic reaction: reactants, conditions, products, and yield The reactants are Cl, [Na+], [OH-], CCOC(=O)C1C=Nc2cccnc2C1O. The product is O=C(O)C1C=Nc2cccnc2C1O. RXN SMILES: [ClH:17].[Na+:19].[OH-:18].[OH:1][CH:2]1[CH:3]([C:12](=[O:13])[O:14][CH2:15][CH3:16])[CH:4]=[N:5][c:6]2[cH:7][cH:8][cH:9][n:10][c:11]21>>[OH:1][CH:2]1[CH:3]([C:12](=[O:13])[OH:14])[CH:4]=[N:5][c:6]2[cH:7][cH:8][cH:9][n:10][c:11]21.